Dataset: the Open Reaction Database (ORD), a public repository of structured organic reaction records. Task: describe an organic reaction: reactants, conditions, products, and yield Reactants: O=C1OC(=O)c2ccccc21, C1CCOC1, CC(=O)O, Nc1cc(O)[nH]n1. The product is O=C1c2ccccc2C(=O)N1c1cc(O)[nH]n1. Reaction SMILES: [C:8]1(=[O:18])[c:9]2[c:10]([cH:14][cH:15][cH:16][cH:17]2)[C:11](=[O:12])[O:13]1.[CH2:23]1[O:24][CH2:25][CH2:26][CH2:27]1.[CH3:19][C:20](=[O:21])[OH:22].[NH2:1][c:2]1[n:3][nH:4][c:5]([OH:7])[cH:6]1>>[N:1]1([c:2]2[n:3][nH:4][c:5]([OH:7])[cH:6]2)[C:8](=[O:13])[c:9]2[c:10]([cH:14][cH:15][cH:16][cH:17]2)[C:11]1=[O:12].